From a dataset of the Open Reaction Database (ORD), a public repository of structured organic reaction records. describe an organic reaction: reactants, conditions, products, and yield Reactants: N1N=C(C=2C1=NC=CC2)C(=O)OC (methyl 1H-pyrazolo[3,4-b]pyridine-3-carboxylate), BrBr (bromine), ClC1=NC=CC=C1C(C)O (1-(2-chloropyridin-3-yl)ethanol), CC1=NNC2=NC=CC=C21 (3-methyl-1H-pyrazolo[3,4-b]pyridine), methyl, ( III ), NN (hydrazine), N1N=C(C=2C1=NC=CC2)C(=O)OC (methyl 1H-pyrazolo[3,4-b]pyridine-3-carboxylate). The product is BrC=1C=C2C(=NC1)NN=C2C(=O)OC (methyl 5-bromo-1H-pyrazolo[3,4-b]pyridine-3-carboxylate). Reaction SMILES: ClC1C(C(O)C)=CC=CN=1.NN.CC1C2C(=NC=CC=2)NN=1.[NH:23]1[C:27]2=[N:28][CH:29]=[CH:30][CH:31]=[C:26]2[C:25]([C:32]([O:34][CH3:35])=[O:33])=[N:24]1.[Br:36]Br>>[Br:36][C:30]1[CH:31]=[C:26]2[C:25]([C:32]([O:34][CH3:35])=[O:33])=[N:24][NH:23][C:27]2=[N:28][CH:29]=1. Procedure details: Scheme 1 describes a method for preparation of 1H-pyrazolo[3,4-b]pyridine derivatives (XVI) by reacting the 3-anion of 2-chloropyridine (I) with acetaldehyde to form 1-(2-chloropyridin-3-yl)ethanol (II). The alcohol is then oxidized to (III) before cyclizing in the presence of hydrazine to 3-methyl-1H-pyrazolo[3,4-b]pyridine (IV). The methyl is oxidized and esterified to methyl 1H-pyrazolo[3,4-b]pyridine-3-carboxylate (VI). The ester (VI) is treated with bromine to form methyl 5-bromo-1H-pyrazol... The reactants are C1CCOC1, COC(=O)CC1CCCCN1C(=O)OC(C)(C)C, Cc1ccccc1, CCOC(C)=O, CCOCC, [Na+], [OH-]. The product is C=C(CC1CCCCN1C(=O)OC(C)(C)C)OC. Reaction SMILES: [CH2:21]1[O:22][CH2:23][CH2:24][CH2:25]1.[CH3:1][O:2][C:3]([CH2:4][CH:5]1[N:6]([C:11](=[O:12])[O:13][C:14]([CH3:15])([CH3:16])[CH3:17])[CH2:7][CH2:8][CH2:9][CH2:10]1)=[O:18].[CH3:26][c:27]1[cH:28][cH:29][cH:30][cH:31][cH:32]1.[CH3:33][CH2:34][O:35][C:36]([CH3:37])=[O:38].[CH3:39][CH2:40][O:41][CH2:42][CH3:43].[Na+:20].[OH-:19]>>[CH3:1][O:2][C:3]([CH2:4][CH:5]1[N:6]([C:11](=[O:12])[O:13][C:14]([CH3:15])([CH3:16])[CH3:17])[CH2:7][CH2:8][CH2:9][CH2:10]1)=[CH2:21]. As a reaction SMILES: Br[C:2]1[C:3]([CH3:19])=[C:4]([CH2:12][N:13]2[CH2:18][CH2:17][O:16][CH2:15][CH2:14]2)[N:5]2[C:10]=1[C:9]([NH2:11])=[N:8][CH:7]=[N:6]2.[F:20][C:21]1[CH:26]=[C:25](B2OC(C)(C)C(C)(C)O2)[C:24]([F:36])=[CH:23][C:22]=1[NH:37][C:38]([NH:40][C:41]1[CH:46]=[C:45]([C:47]([F:50])([F:49])[F:48])[CH:44]=[CH:43][C:42]=1[F:51])=[O:39].FC1C=CC(C(F)(F)F)=CC=1NC(NC1C=CC(B2OC(C)(C)C(C)(C)O2)=CC=1)=O>>[NH2:11][C:9]1[C:10]2=[C:2]([C:25]3[C:24]([F:36])=[CH:23][C:22]([NH:37][C:38]([NH:40][C:41]4[CH:46]=[C:45]([C:47]([F:48])([F:49])[F:50])[CH:44]=[CH:43][C:42]=4[F:51])=[O:39])=[C:21]([F:20])[CH:26]=3)[C:3]([CH3:19])=[C:4]([CH2:12][N:13]3[CH2:18][CH2:17][O:16][CH2:15][CH2:14]3)[N:5]2[N:6]=[CH:7][N:8]=1. Product: NC1=NC=NN2C1=C(C(=C2CN2CCOCC2)C)C2=CC(=C(C=C2F)NC(=O)NC2=C(C=CC(=C2)C(F)(F)F)F)F (N-{4-[4-amino-6-methyl-7-(morpholin-4-ylmethyl)pyrrolo[2,1-f][1,2,4]triazin-5-yl]-2,5-difluorophenyl}-N′-[2-fluoro-5-(trifluoromethyl)-phenyl]urea). The reactants are BrC=1C(=C(N2N=CN=C(C21)N)CN2CCOCC2)C (5-bromo-6-methyl-7-(morpholin-4-ylmethyl)pyrrolo[2,1-f][1,2,4]triazin-4-amine), FC1=C(C=C(C(=C1)B1OC(C(O1)(C)C)(C)C)F)NC(=O)NC1=C(C=CC(=C1)C(F)(F)F)F (1-[2,5-difluoro-4-(4,4,5,5-tetramethyl-1,3,2-dioxaborolan-2-yl)phenyl]-3-[2-fluoro-5-(trifluoromethyl)-phenyl]urea), FC1=C(C=C(C=C1)C(F)(F)F)NC(=O)NC1=CC=C(C=C1)B1OC(C(O1)(C)C)(C)C (1-[2-fluoro-5-(trifluoromethyl)phenyl]-3-[4-(4,4,5,5-tetramethyl-1,3,2-dioxaborolan-2-yl)phenyl]urea). Isolated yield 14.0%. Procedure details: The title compound was prepared in a manner similar to the procedure described for the preparation of Example 117 Step 4, using the product of step 1, Example 119 (5-bromo-6-methyl-7-(morpholin-4-ylmethyl)pyrrolo[2,1-f][1,2,4]triazin-4-amine) in place of 5-bromo-6-methyl-7-(1,4-oxazepan-4-ylmethyl)pyrrolo[2,1-f][1,2,4]triazin-4-amine and Intermediate AAB (1-[2,5-difluoro-4-(4,4,5,5-tetramethyl-1,3,2-dioxaborolan-2-yl)phenyl]-3-[2-fluoro-5-(trifluoromethyl)-phenyl]urea) in place of Intermediate A... The reactants are C(#N)C=1C=NN(C1C=1N=C2N(CCOC3=C2C=CC(=C3)C(=O)O)C1)C(C)C (2-(4-cyano-1-isopropyl-1H-pyrazol-5-yl)-5,6-dihydrobenzo[f]imidazo[1,2-d][1,4]oxazepine-9-carboxylic acid), N (ammonia). Yields the product C(#N)C=1C=NN(C1C=1N=C2N(CCOC3=C2C=CC(=C3)C(=O)N)C1)C(C)C (2-(4-Cyano-1-isopropyl-1H-pyrazol-5-yl)-5,6-dihydrobenzo[f]imidazo[1,2-d][1,4]oxazepine-9-carboxamide). RXN SMILES: [C:1]([C:3]1[CH:4]=[N:5][N:6]([CH:25]([CH3:27])[CH3:26])[C:7]=1[C:8]1[N:9]=[C:10]2[C:16]3[CH:17]=[CH:18][C:19]([C:21](O)=[O:22])=[CH:20][C:15]=3[O:14][CH2:13][CH2:12][N:11]2[CH:24]=1)#[N:2].[NH3:28]>>[C:1]([C:3]1[CH:4]=[N:5][N:6]([CH:25]([CH3:27])[CH3:26])[C:7]=1[C:8]1[N:9]=[C:10]2[C:16]3[CH:17]=[CH:18][C:19]([C:21]([NH2:28])=[O:22])=[CH:20][C:15]=3[O:14][CH2:13][CH2:12][N:11]2[CH:24]=1)#[N:2]. Reported procedure: Following Example 109, 2-(4-Cyano-1-isopropyl-1H-pyrazol-5-yl)-5,6-dihydrobenzo[f]imidazo[1,2-d][1,4]oxazepine-9-carboxylic acid from Example 16 was coupled with ammonia to give 138. Yield 27.8 mg (44%). MS (ESI): 363.1. 1H NMR (400 MHz, DMSO) δ 8.46 (d, J=8.4, 1H), 8.11 (s, 1H), 8.00 (d, J=4.7, 2H), 7.62 (dd, J=8.4, 1.5, 1H), 7.57 (d, J=1.4, 1H), 7.44 (s, 1H), 5.46 (dt, J=13.1, 6.5, 1H), 4.59 (dd, J=17.5, 4.8, 4H), 1.48 (d, J=6.6, 6H). The reactants are NC=1C=C2C=3CC(CCC3NC2=CC1)N(C)C (6-amino-3-(dimethyl)amino-1,2,3,4-tetrahydro-9H-carbazole), FC1=CC=C(C=C1)S(=O)(=O)Cl (4-fluorobenzenesulfonyl chloride). Product: FC1=CC=C(C=C1)S(=O)(=O)NC=1C=C2C=3CC(CCC3NC2=CC1)N(C)C (6-(4-fluorobenzenesulfonyl)amino-3-(dimethyl)amino-1,2,3,4-tetrahydro-9H-carbazole). As a reaction SMILES: [NH2:1][C:2]1[CH:3]=[C:4]2[C:12](=[CH:13][CH:14]=1)[NH:11][C:10]1[CH2:9][CH2:8][CH:7]([N:15]([CH3:17])[CH3:16])[CH2:6][C:5]2=1.[F:18][C:19]1[CH:24]=[CH:23][C:22]([S:25](Cl)(=[O:27])=[O:26])=[CH:21][CH:20]=1>>[F:18][C:19]1[CH:24]=[CH:23][C:22]([S:25]([NH:1][C:2]2[CH:3]=[C:4]3[C:12](=[CH:13][CH:14]=2)[NH:11][C:10]2[CH2:9][CH2:8][CH:7]([N:15]([CH3:17])[CH3:16])[CH2:6][C:5]3=2)(=[O:27])=[O:26])=[CH:21][CH:20]=1. Procedure details: Beginning with 10.4 mg (0.046 mMol) 6-amino-3-(dimethyl)amino-1,2,3,4-tetrahydro-9H-carbazole and 13.1 mg (0.067 mMol) 4-fluorobenzenesulfonyl chloride, the title compound was recovered as a light beige solid. Reactants: CC(C)CC(O)C(=O)N1CCN(c2cccc(Br)n2)CC1, CC#N, CC#N, CC1(C)OB(c2ccccc2O)OC1(C)C, O=C(O)C(F)(F)F, [K+], [K+], O=C([O-])[O-], O, c1ccc(P(c2ccccc2)(c2ccccc2)[Pd](P(c2ccccc2)(c2ccccc2)c2ccccc2)(P(c2ccccc2)(c2ccccc2)c2ccccc2)P(c2ccccc2)(c2ccccc2)c2ccccc2)cc1. Product: CC(C)CC(O)C(=O)N1CCN(c2cccc(-c3ccccc3O)n2)CC1. As a reaction SMILES: [Br:17][c:18]1[cH:19][cH:20][cH:21][c:22]([N:24]2[CH2:25][CH2:26][N:27]([C:30]([CH:31]([CH2:32][CH:33]([CH3:34])[CH3:35])[OH:36])=[O:37])[CH2:28][CH2:29]2)[n:23]1.[CH3:128][C:129]#[N:130].[CH3:131][C:132]#[N:133].[CH3:1][C:2]1([CH3:3])[C:4]([CH3:5])([CH3:6])[O:7][B:8]([c:9]2[c:10]([OH:15])[cH:11][cH:12][cH:13][cH:14]2)[O:16]1.[F:44][C:45]([F:46])([F:47])[C:48]([OH:49])=[O:50].[K+:38].[K+:39].[O-:40][C:41]([O-:42])=[O:43].[OH2:134].[cH:51]1[cH:52][cH:53][c:54]([P:55]([Pd:56]([P:57]([c:58]2[cH:59][cH:60][cH:61][cH:62][cH:63]2)([c:64]2[cH:65][cH:66][cH:67][cH:68][cH:69]2)[c:70]2[cH:71][cH:72][cH:73][cH:74][cH:75]2)([P:76]([c:77]2[cH:78][cH:79][cH:80][cH:81][cH:82]2)([c:83]2[cH:84][cH:85][cH:86][cH:87][cH:88]2)[c:89]2[cH:90][cH:91][cH:92][cH:93][cH:94]2)[P:95]([c:96]2[cH:97][cH:98][cH:99][cH:100][cH:101]2)([c:102]2[cH:103][cH:104][cH:105][cH:106][cH:107]2)[c:108]2[cH:109][cH:110][cH:111][cH:112][cH:113]2)([c:114]2[cH:115][cH:116][cH:117][cH:118][cH:119]2)[c:120]2[cH:121][cH:122][cH:123][cH:124][cH:125]2)[cH:126][cH:127]1>>[c:9]1(-[c:18]2[cH:19][cH:20][cH:21][c:22]([N:24]3[CH2:25][CH2:26][N:27]([C:30]([CH:31]([CH2:32][CH:33]([CH3:34])[CH3:35])[OH:36])=[O:37])[CH2:28][CH2:29]3)[n:23]2)[c:10]([OH:15])[cH:11][cH:12][cH:13][cH:14]1.